This data is from the Open Reaction Database (ORD), a public repository of structured organic reaction records. The task is: describe an organic reaction: reactants, conditions, products, and yield Reactants: polyphosphoric acid, C1(=CC=CC=C1)NN=C(C)C1=C(C=CC(=C1)OC)N (1-(2-amino-5-methoxyphenyl)ethanone phenylhydrazone), [NH4+].[OH-] (NH4OH). Solvent: O (water). The product is NC1=C(C=C(C=C1)OC)C=1NC2=CC=CC=C2C1 (2-(2-amino-5-methoxyphenyl)-1H-indole). The yield is 164.8%. As a reaction SMILES: C1(N[N:8]=[C:9]([C:11]2[CH:16]=[C:15]([O:17][CH3:18])[CH:14]=[CH:13][C:12]=2[NH2:19])[CH3:10])C=CC=CC=1.[NH4+].[OH-]>O>[NH2:19][C:12]1[CH:13]=[CH:14][C:15]([O:17][CH3:18])=[CH:16][C:11]=1[C:9]1[NH:8][C:11]2[C:16]([CH:10]=1)=[CH:15][CH:14]=[CH:13][CH:12]=2 |f:1.2|. Procedure details: To polyphosphoric acid (30 ml) preheated to 110° C. was added 1.95 g 1-(2-amino-5-methoxyphenyl)ethanone phenylhydrazone in small portions under N2. The reaction was maintained at 110°-120° C. for forty-five minutes. This mixture was poured directly into excess water and made basic with concentrated NH4OH. Extraction with dichloromethane, drying (MgSO4) and concentration yielded 1.5 g 2-(2-amino-5-methoxyphenyl)-1H-indole as a solid, m.p. 97°-99° C. Reactants: C1(=CC=CC=C1)[Si](C1=CC=CC=C1)(C1=CC=CC=C1)Cl (triphenylsilyl chloride), OCCCCCN1C(NC(C=C1)=O)=O (1-(5-Hydroxypentyl)-1H-pyrimidine-2,4-dione). Run in N1=CC=CC=C1 (pyridine), N1=CC=CC=C1 (Pyridine). Yields the product C1(=CC=CC=C1)[Si](OCCCCCN1C(NC(C=C1)=O)=O)(C1=CC=CC=C1)C1=CC=CC=C1 (1-(5-Triphenylsilanyloxypentyl)-1H-pyrimidine-2,4-dione). RXN SMILES: [C:1]1([Si:7](Cl)([C:14]2[CH:19]=[CH:18][CH:17]=[CH:16][CH:15]=2)[C:8]2[CH:13]=[CH:12][CH:11]=[CH:10][CH:9]=2)[CH:6]=[CH:5][CH:4]=[CH:3][CH:2]=1.[OH:21][CH2:22][CH2:23][CH2:24][CH2:25][CH2:26][N:27]1[CH:32]=[CH:31][C:30](=[O:33])[NH:29][C:28]1=[O:34]>N1C=CC=CC=1>[C:1]1([Si:7]([C:14]2[CH:19]=[CH:18][CH:17]=[CH:16][CH:15]=2)([C:8]2[CH:13]=[CH:12][CH:11]=[CH:10][CH:9]=2)[O:21][CH2:22][CH2:23][CH2:24][CH2:25][CH2:26][N:27]2[CH:32]=[CH:31][C:30](=[O:33])[NH:29][C:28]2=[O:34])[CH:6]=[CH:5][CH:4]=[CH:3][CH:2]=1. Reported procedure: A solution of triphenylsilyl chloride (81 mg; 0.27 mmol) in pyridine (1 ml) was added to a solution of alcohol (25) (50 mg; 0.25 mmol) in dry Pyridine (1 ml) under atmosphere of nitrogen, at room temperature. Reactants: C(C1CO1)N1C=CC2=CC=CC=C12 (1-N-glycidylindole), N1CCC(C=C1)C1=CNC2=CC=CC=C12 (3-(4-tetrahydropyridinyl)indole). The product is N1(C=CC2=CC=CC=C12)CC(CN1CCC(=CC1)C1=CNC2=CC=CC=C12)O (1-Indol-1-yl-3-[4-(1H-indol-3-yl)-3,6-dihydro-2H-pyridin-1-yl]-propan-2-ol). Yield: 47.6%. RXN SMILES: [CH2:1]([N:5]1[C:13]2[C:8](=[CH:9][CH:10]=[CH:11][CH:12]=2)[CH:7]=[CH:6]1)[CH:2]1[O:4][CH2:3]1.[NH:14]1[CH:19]=[CH:18][CH:17]([C:20]2[C:28]3[C:23](=[CH:24][CH:25]=[CH:26][CH:27]=3)[NH:22][CH:21]=2)[CH2:16][CH2:15]1>>[N:5]1([CH2:1][CH:2]([OH:4])[CH2:3][N:14]2[CH2:15][CH:16]=[C:17]([C:20]3[C:28]4[C:23](=[CH:24][CH:25]=[CH:26][CH:27]=4)[NH:22][CH:21]=3)[CH2:18][CH2:19]2)[C:13]2[C:8](=[CH:9][CH:10]=[CH:11][CH:12]=2)[CH:7]=[CH:6]1. Reported procedure: A methanolic solution of 1-N-glycidylindole (0.52 g, 3.0 mmole) from example 4 and 3-(4-tetrahydropyridinyl)indole (0.59 g, 3.0 mmole) was refluxed under nitrogen for 24 hours. The reaction mixture was concentrated in vacuo and the product purified by flash silica gel chromatography (ethyl acetate) to afford the titled compound as a yellow colored solid (0.53 g, 47% yield). Treatment with a 0.25M ethanolic solution of fumaric acid (0.5 equivalents) gave the required product as a yellow colored s... The reactants are CNN (Methyl hydrazine), C(C1=CC=CC=C1)=O (benzaldehyde), CSC(SC)=C(C#N)C#N (bis(methylmercapto)methylenemalononitrile). The solvent is COCCO (2-methoxyethanol), COCCO (2-methoxyethanol). Run at temperature 0 celsius. Product: CN(N=CC1=CC=CC=C1)C(=C(C#N)C#N)SC (Benzaldehyde N-methyl-N-(2,2-dicyano-1-methylmercaptoethenyl) hydrazone). As a reaction SMILES: [CH3:1][NH:2][NH2:3].[CH:4](=O)[C:5]1[CH:10]=[CH:9][CH:8]=[CH:7][CH:6]=1.[CH3:12][S:13][C:14](=[C:17]([C:20]#[N:21])[C:18]#[N:19])SC>COCCO>[CH3:1][N:2]([C:14]([S:13][CH3:12])=[C:17]([C:20]#[N:21])[C:18]#[N:19])[N:3]=[CH:4][C:5]1[CH:10]=[CH:9][CH:8]=[CH:7][CH:6]=1. Reported procedure: Methyl hydrazine (4.2 g) was added slowly to benzaldehyde (9.4 ml) in 2-methoxyethanol (15 ml) causing the solution to boil. The solution was heated under reflux for 20 minutes and was then added to a solution of bis(methylmercapto)methylenemalononitrile (15.6 g) in 2-methoxyethanol (75 ml). The solution was heated under reflux for 6 hours and was then cooled to 0° C. to precipitate benzaldehyde N-methyl-N-(2,2-dicyano-1-methylmercaptoethenyl) hydrazone (5.6 g), m.p. 159°-160° C. Starting materials: C(C)(=O)NC1=NC(N([C@H]2C=C[C@@H](CO)O2)C=C1)=O (N4 -Acetyl-2',3'-didehydro-2',3'-dideoxycytidine), [H][H] (hydrogen). Reagents/catalysts: [Pd] (Pd/C). Solvent: C(C)O (ethanol). Product: C(C)(=O)NC1=NC(N([C@H]2CC[C@@H](CO)O2)C=C1)=O (N4 -Acetyl-2',3'-dideoxycytidine). The yield is 77.7%. Reaction SMILES: [C:1]([NH:4][C:5]1[CH:17]=[CH:16][N:8]([C@@H:9]2[O:15][C@H:12]([CH2:13][OH:14])[CH:11]=[CH:10]2)[C:7](=[O:18])[N:6]=1)(=[O:3])[CH3:2].[H][H]>C(O)C.[Pd]>[C:1]([NH:4][C:5]1[CH:17]=[CH:16][N:8]([C@@H:9]2[O:15][C@H:12]([CH2:13][OH:14])[CH2:11][CH2:10]2)[C:7](=[O:18])[N:6]=1)(=[O:3])[CH3:2]. Reported procedure: A solution of 33 (0.78 g, 3.1 mmol) in ethanol (100 mL) was hydrogenated under 15 psi of hydrogen gas in the presence of 10% Pd/C (0.15 g) for 12 hours. The reaction mixture was filtered, concentrated, and the residue was purified by chromatography over silica using 5% methanol in CHCl3 as the eluent to obtain 0.61 g (77.5%) of 34 as a colorless solid: mp 143°-145° C. (benzene-methanol); 1H NMR (DMSO-d6) δ 1.60-2.50 (7H, m, 2',3'-H and COCH3), 3.40-3.85 (2H, m, 5'-H), 3.90-4.30 (1H, m, 4'-H), 5.... Yields the product Cn1c(Nc2ccc(O)cc2)nc2ccccc21. The reactants are Cn1c(Nc2ccc(OCc3ccccc3)cc2)nc2ccccc21, C1CCOC1, CC(=O)O, CO, [OH-], [OH-], [Pd+2]. RXN SMILES: [CH2:1]([c:2]1[cH:3][cH:4][cH:5][cH:6][cH:7]1)[O:8][c:9]1[cH:10][cH:11][c:12]([NH:15][c:16]2[n:17][c:18]3[c:19]([n:20]2[CH3:21])[cH:22][cH:23][cH:24][cH:25]3)[cH:13][cH:14]1.[CH2:30]1[O:31][CH2:32][CH2:33][CH2:34]1.[CH3:26][C:27](=[O:28])[OH:29].[CH3:35][OH:36].[OH-:37].[OH-:38].[Pd+2:39]>>[OH:8][c:9]1[cH:10][cH:11][c:12]([NH:15][c:16]2[n:17][c:18]3[c:19]([n:20]2[CH3:21])[cH:22][cH:23][cH:24][cH:25]3)[cH:13][cH:14]1.